From a dataset of the Open Reaction Database (ORD), a public repository of structured organic reaction records. describe an organic reaction: reactants, conditions, products, and yield The reactants are FC(C=1C=C(C=C(C1)C(F)(F)F)N(C(=O)N([C@@H]1CN(C[C@H]1C1=CC=C(C=C1)F)C(=O)OC1=CC=C(C=C1)[N+](=O)[O-])C)C)(F)F (4-nitrophenyl (3S,4R)-3-[{[3,5-bis(trifluoromethyl)phenyl](methyl)carbamoyl}(methyl)amino]-4-(4-fluorophenyl)pyrrolidine-1-carboxylate), FC1(CCNCC1)F (4,4-difluoropiperidine). Yields the product FC(C=1C=C(C=C(C1)C(F)(F)F)N(C(=O)N(C)[C@@H]1CN(C[C@H]1C1=CC=C(C=C1)F)C(=O)N1CCC(CC1)(F)F)C)(F)F (1-[3,5-bis(trifluoromethyl)phenyl]-3-[(3S,4R)-1-[(4,4-difluoropiperidin-1-yl)carbonyl]-4-(4-fluorophenyl)pyrrolidin-3-yl]-1,3-dimethylurea). As a reaction SMILES: [F:1][C:2]([F:44])([F:43])[C:3]1[CH:4]=[C:5]([N:13]([CH3:42])[C:14]([N:16]([CH3:41])[C@H:17]2[C@H:21]([C:22]3[CH:27]=[CH:26][C:25]([F:28])=[CH:24][CH:23]=3)[CH2:20][N:19]([C:29](OC3C=CC([N+]([O-])=O)=CC=3)=[O:30])[CH2:18]2)=[O:15])[CH:6]=[C:7]([C:9]([F:12])([F:11])[F:10])[CH:8]=1.[F:45][C:46]1([F:52])[CH2:51][CH2:50][NH:49][CH2:48][CH2:47]1>>[F:12][C:9]([F:10])([F:11])[C:7]1[CH:6]=[C:5]([N:13]([CH3:42])[C:14]([N:16]([C@H:17]2[C@H:21]([C:22]3[CH:27]=[CH:26][C:25]([F:28])=[CH:24][CH:23]=3)[CH2:20][N:19]([C:29]([N:49]3[CH2:50][CH2:51][C:46]([F:52])([F:45])[CH2:47][CH2:48]3)=[O:30])[CH2:18]2)[CH3:41])=[O:15])[CH:4]=[C:3]([C:2]([F:1])([F:43])[F:44])[CH:8]=1. Procedure details: By reaction and purification in the same manner as in the method described in Example 420 and using the compound obtained in Example 362 and 4,4-difluoropiperidine, the title compound was obtained. The reactants are C1(=CC=CC=C1)C1=NC2=CC=CC=C2C(=C1)C(=O)O (2-Phenyl-4-quinolinecarboxylic acid), CC1=NC=C(N1CCO)[N+](=O)[O-] (metronidazole), CCN=C=NCCCN(C)C (EDCI). Reagents/catalysts: CN(C)C=1C=CN=CC1 (DMAP). The solvent is C1CCOC1 (THF). Run at time 10 hour. Yields the product CC=1NC(=CN1)[N+](=O)[O-].C1(=CC=CC=C1)C1=NC2=CC=CC=C2C(=C1)C(=O)OCC (2-methyl-5-nitro-1H-imidazole 1-ethyl 2-phenyl-4-quinolinecarboxylate). The yield is 75.4%. Reaction SMILES: [C:1]1([C:7]2[CH:16]=[C:15]([C:17]([OH:19])=[O:18])[C:14]3[C:9](=[CH:10][CH:11]=[CH:12][CH:13]=3)[N:8]=2)[CH:6]=[CH:5][CH:4]=[CH:3][CH:2]=1.[CH3:20][C:21]1[N:25](CCO)[C:24]([N+:29]([O-:31])=[O:30])=[CH:23][N:22]=1.[CH3:32][CH2:33]N=C=NCCCN(C)C>CN(C1C=CN=CC=1)C.C1COCC1>[CH3:20][C:21]1[NH:25][C:24]([N+:29]([O-:31])=[O:30])=[CH:23][N:22]=1.[C:1]1([C:7]2[CH:16]=[C:15]([C:17]([O:19][CH2:32][CH3:33])=[O:18])[C:14]3[C:9](=[CH:10][CH:11]=[CH:12][CH:13]=3)[N:8]=2)[CH:2]=[CH:3][CH:4]=[CH:5][CH:6]=1 |f:5.6|. Procedure details: The reaction mixture of 2-Phenyl-4-quinolinecarboxylic acid (274 mg, 1.1 mmol), metronidazole (171 mg, 1.0 mmol), EDCI (228 mg, 1.2 mmol), DMAP (20 mg, 0.2 mmol) and THF (5 ml) was stirred at room temperature for 10 h. THF was then removed under reduced pressure. The residue was dissolved in ethyl acetate. The organic layer was washed with H2O, 5% Na2CO3, H2O, and brine, and then dried over MgSO4. The solvent was removed under vacuum. The resulting solid was recrystallized from C2H5OH to give 30... The reactants are CNC, CCO, c1ccc(C(c2ccccc2)C2CO2)cc1. Product: CN(C)CC(O)C(c1ccccc1)c1ccccc1. RXN SMILES: [CH3:17][NH:18][CH3:19].[CH3:20][CH2:21][OH:22].[c:1]1([CH:7]([CH:8]2[CH2:9][O:10]2)[c:11]2[cH:12][cH:13][cH:14][cH:15][cH:16]2)[cH:2][cH:3][cH:4][cH:5][cH:6]1>>[c:1]1([CH:7]([CH:8]([CH2:9][N:18]([CH3:17])[CH3:19])[OH:10])[c:11]2[cH:12][cH:13][cH:14][cH:15][cH:16]2)[cH:2][cH:3][cH:4][cH:5][cH:6]1. Reaction conditions: temperature 130 celsius. Yields the product COC1=CC=C(C2=C1OC1=C2C=C(C=C1)[N+](=O)[O-])C=O (4-Methoxy-8-nitro-dibenzofuran-1-carbaldehyde). Reported procedure: 2-Bromo-4-methoxy-3-(4-nitro-phenoxy)-benzaldehyde (19.4 g, 55.1 mmoles) is dissolved in dry DMF (450 mL) under nitrogen atmosphere. Sodium carbonate (7.0 g, 66.11 mmoles) and palladium acetate (1.15 g, 5.1 mmoles) are added to the solution. The reaction mixture is heated at 130° C. for 18 hours. The crude is filtered and the mother liquor is poured in water. Precipitation occurs. The suspended solid is filtered, washed with water and dried under vacuum overnight to afford a pale brown solid (8.... Yield: 58.9%. The reagents and catalysts are C(C)(=O)[O-].[Pd+2].C(C)(=O)[O-] (palladium acetate). The solvent is CN(C)C=O (DMF). Starting materials: BrC1=C(C=O)C=CC(=C1OC1=CC=C(C=C1)[N+](=O)[O-])OC (2-Bromo-4-methoxy-3-(4-nitro-phenoxy)-benzaldehyde), C([O-])([O-])=O.[Na+].[Na+] (Sodium carbonate). Reaction SMILES: Br[C:2]1[C:9]([O:10][C:11]2[CH:16]=[CH:15][C:14]([N+:17]([O-:19])=[O:18])=[CH:13][CH:12]=2)=[C:8]([O:20][CH3:21])[CH:7]=[CH:6][C:3]=1[CH:4]=[O:5].C(=O)([O-])[O-].[Na+].[Na+]>CN(C=O)C.C([O-])(=O)C.[Pd+2].C([O-])(=O)C>[CH3:21][O:20][C:8]1[C:9]2[O:10][C:11]3[CH:16]=[CH:15][C:14]([N+:17]([O-:19])=[O:18])=[CH:13][C:12]=3[C:2]=2[C:3]([CH:4]=[O:5])=[CH:6][CH:7]=1 |f:1.2.3,5.6.7|. Reactants: BrC(Br)=CC12CCCN(CC1)C2, [Li]CCCC, C1CCOC1, CCCCCC. The product is C#CC12CCCN(CC1)C2. As a reaction SMILES: [Br:1][C:2](=[CH:3][C:4]12[CH2:5][CH2:6][CH2:7][N:8]([CH2:9][CH2:10]1)[CH2:11]2)[Br:12].[CH2:13]([Li:14])[CH2:15][CH2:16][CH3:17].[CH2:18]1[O:19][CH2:20][CH2:21][CH2:22]1.[CH3:23][CH2:24][CH2:25][CH2:26][CH2:27][CH3:28]>>[CH:2]#[C:3][C:4]12[CH2:5][CH2:6][CH2:7][N:8]([CH2:9][CH2:10]1)[CH2:11]2. The product is Nc1ccc(Sc2ccc(OCc3ccccc3)cc2[N+](=O)[O-])cc1. Reaction SMILES: [C:27](=[O:28])([O-:29])[O-:30].[CH2:1]([c:2]1[cH:3][cH:4][cH:5][cH:6][cH:7]1)[O:8][c:9]1[cH:10][c:11]([N+:16](=[O:17])[O-:18])[c:12]([Cl:15])[cH:13][cH:14]1.[CH3:34][N:35]([CH3:36])[CH:37]=[O:38].[CH3:39][CH2:40][O:41][C:42](=[O:43])[CH3:44].[Cs+:31].[Cs+:32].[NH2:19][c:20]1[cH:21][cH:22][c:23]([SH:26])[cH:24][cH:25]1.[OH2:33]>>[CH2:1]([c:2]1[cH:3][cH:4][cH:5][cH:6][cH:7]1)[O:8][c:9]1[cH:10][c:11]([N+:16](=[O:17])[O-:18])[c:12]([S:26][c:23]2[cH:22][cH:21][c:20]([NH2:19])[cH:25][cH:24]2)[cH:13][cH:14]1. The reactants are O=C([O-])[O-], O=[N+]([O-])c1cc(OCc2ccccc2)ccc1Cl, CN(C)C=O, CCOC(C)=O, [Cs+], [Cs+], Nc1ccc(S)cc1, O. The reactants are BrC1=NC2=C(C=CC=C2C=C1)Br (2,8-dibromoquinoline), C1(=CC=CC2=CC=CC=C12)B(O)O (1-naphthylboronic acid), C(=O)([O-])[O-].[K+].[K+] (K2CO3), CC1=C(C=CC=C1)P(C2=C(C=CC=C2)C)C3=C(C=CC=C3)C (P(o-Tol)3). The reagents and catalysts are CC(=O)[O-].CC(=O)[O-].[Pd+2] (Pd(OAc)2). The solvent is O (water), COCCOC (DME), O (water). Yields the product BrC=1C=CC=C2C=CC(=NC12)C1=CC=CC2=CC=CC=C12 (8-Bromo-2-(1-naphthyl)quinoline). As a reaction SMILES: Br[C:2]1[CH:11]=[CH:10][C:9]2[C:4](=[C:5]([Br:12])[CH:6]=[CH:7][CH:8]=2)[N:3]=1.[C:13]1(B(O)O)[C:22]2[C:17](=[CH:18][CH:19]=[CH:20][CH:21]=2)[CH:16]=[CH:15][CH:14]=1.C([O-])([O-])=O.[K+].[K+].CC1C=CC=CC=1P(C1C=CC=CC=1C)C1C=CC=CC=1C>CC([O-])=O.CC([O-])=O.[Pd+2].O.COCCOC>[Br:12][C:5]1[CH:6]=[CH:7][CH:8]=[C:9]2[C:4]=1[N:3]=[C:2]([C:21]1[C:22]3[C:17](=[CH:16][CH:15]=[CH:14][CH:13]=3)[CH:18]=[CH:19][CH:20]=1)[CH:11]=[CH:10]2 |f:2.3.4,6.7.8|. Procedure: A mixture of 2,8-dibromoquinoline (6.0 g, 21 mmol, prepared by the method of L. Mao et al., Tetrahedron Lett. 46 (2005) 8419), 1-naphthylboronic acid (4.1 g, 24 mmol), K2CO3 (6.6 g, 48 mmol), Pd(OAc)2 (0.1 g, 0.4 mmol), P(o-Tol)3 (0.25 g, 0.8 mmol), DME (50 mL) and water (10 mL) is refluxed for 6 h under stirring in an argon atmosphere. The mixture is then poured into water and extracted with CHCl3 (3×50 mL). The combined organic phase is washed with water and brine, and then concentrated. The r...